This data is from the Open Reaction Database (ORD), a public repository of structured organic reaction records. The task is: describe an organic reaction: reactants, conditions, products, and yield Reactants: O=[N+]([O-])c1cccc(S(=O)(=O)Cl)c1, CCOC(=O)CC(NC(=O)C(CC)c1ccccc1)c1cccc(N)c1. Yields the product CCOC(=O)CC(NC(=O)C(CC)c1ccccc1)c1cccc(NS(=O)(=O)c2cccc([N+](=O)[O-])c2)c1. As a reaction SMILES: [N+:27](=[O:28])([O-:29])[c:30]1[cH:31][c:32]([S:36](=[O:37])(=[O:38])[Cl:39])[cH:33][cH:34][cH:35]1.[NH2:1][c:2]1[cH:3][c:4]([CH:8]([CH2:9][C:10](=[O:11])[O:12][CH2:13][CH3:14])[NH:15][C:16]([CH:17]([CH2:18][CH3:19])[c:20]2[cH:21][cH:22][cH:23][cH:24][cH:25]2)=[O:26])[cH:5][cH:6][cH:7]1>>[NH:1]([c:2]1[cH:3][c:4]([CH:8]([CH2:9][C:10](=[O:11])[O:12][CH2:13][CH3:14])[NH:15][C:16]([CH:17]([CH2:18][CH3:19])[c:20]2[cH:21][cH:22][cH:23][cH:24][cH:25]2)=[O:26])[cH:5][cH:6][cH:7]1)[S:36]([c:32]1[cH:31][c:30]([N+:27](=[O:28])[O-:29])[cH:35][cH:34][cH:33]1)(=[O:37])=[O:38]. The reactants are O=C(Cl)c1ccccc1, Nc1ccc2oc([N+](=O)[O-])c(-c3ccccc3)c2c1, c1ccncc1. Yields the product O=C(Nc1ccc2oc([N+](=O)[O-])c(-c3ccccc3)c2c1)c1ccccc1. Reaction SMILES: [C:20]([c:21]1[cH:22][cH:23][cH:24][cH:25][cH:26]1)(=[O:27])[Cl:28].[NH2:1][c:2]1[cH:3][cH:4][c:5]2[c:6]([c:7](-[c:13]3[cH:14][cH:15][cH:16][cH:17][cH:18]3)[c:8]([N+:10](=[O:11])[O-:12])[o:9]2)[cH:19]1.[cH:29]1[cH:30][cH:31][n:32][cH:33][cH:34]1>>[NH:1]([c:2]1[cH:3][cH:4][c:5]2[c:6]([c:7](-[c:13]3[cH:14][cH:15][cH:16][cH:17][cH:18]3)[c:8]([N+:10](=[O:11])[O-:12])[o:9]2)[cH:19]1)[C:20]([c:21]1[cH:22][cH:23][cH:24][cH:25][cH:26]1)=[O:27]. Starting materials: COC(CN(C)C(=O)C1=CC=CC2=C(C=CC=C12)Br)=O (N-[(5-bromo-1-naphthalenyl)carbonyl]-N-methylglycine methyl ester), P12(=S)SP3(=S)SP(=S)(S1)SP(=S)(S2)S3 (phosphorus pentasulfide), O (water), S (H2S). Run in N1=CC=CC=C1 (pyridine). Product: COC(CN(C)C(=S)C1=CC=CC2=C(C=CC=C12)Br)=O (N-[(5-Bromo-1-naphthalenyl)thioxomethyl]-N-methylglycine Methyl Ester). As a reaction SMILES: [CH3:1][O:2][C:3](=[O:20])[CH2:4][N:5]([C:7]([C:9]1[C:18]2[C:13](=[C:14]([Br:19])[CH:15]=[CH:16][CH:17]=2)[CH:12]=[CH:11][CH:10]=1)=O)[CH3:6].P12(SP3(SP(SP(S3)(S1)=S)(=S)S2)=S)=[S:22].O.S>N1C=CC=CC=1>[CH3:1][O:2][C:3](=[O:20])[CH2:4][N:5]([C:7]([C:9]1[C:18]2[C:13](=[C:14]([Br:19])[CH:15]=[CH:16][CH:17]=2)[CH:12]=[CH:11][CH:10]=1)=[S:22])[CH3:6]. Reported procedure: To a stirred solution of N-[(5-bromo-1-naphthalenyl)carbonyl]-N-methylglycine methyl ester (35.5 g, 106 mmoles, described in Example 2) in dry pyridine (100 ml), phosphorus pentasulfide (44.5 g, 200 mmoles) was added portionwise. The mixture was stirred and refluxed for 1.5 hr and then poured into a liter of water at 50° to 80° C. (caution: evolution of copious quantities of H2S). The mixture was allowed to cool to 20° to 22° C. (room temperature), filtered and the filtrate was extracted with et... Reactants: FC(C(CC(C)(C)C=1C=C(C=O)C=CC1)(CC1=CC=2C(=CN=CC2)N1)O)(F)F (3-[4,4,4-trifluoro-3-hydroxy-1,1-dimethyl-3-(1H-pyrrolo[2,3-c]pyridin-2-ylmethyl)butyl]benzaldehyde), ClC(C)Cl (dichloroethane), C(C)(=O)O (acetic acid), N1CCOCC1 (morpholine), Triacetoxy sodium. The solvent is C(C)(=O)OCC (ethyl acetate), [OH-].[NH4+] (ammonium hydroxide). Reaction conditions: time 0.5 hour. Product: FC(C(CC(C)(C1=CC(=CC=C1)CN1CCOCC1)C)(O)CC1=CC=2C(=CN=CC2)N1)(F)F (1,1,1-Trifluoro-4-methyl-4-(3-morpholin-4-ylmethylphenyl)-2-(1H-pyrrolo[2,3-c]pyridin-2-ylmethyl)pentan-2-ol). Isolated yield 45.0%. Reaction SMILES: [F:1][C:2]([F:28])([F:27])[C:3]([OH:26])([CH2:16][C:17]1[NH:25][C:20]2=[CH:21][N:22]=[CH:23][CH:24]=[C:19]2[CH:18]=1)[CH2:4][C:5]([C:8]1[CH:9]=[C:10]([CH:13]=[CH:14][CH:15]=1)[CH:11]=O)([CH3:7])[CH3:6].ClC(Cl)C.C(O)(=O)C.[NH:37]1[CH2:42][CH2:41][O:40][CH2:39][CH2:38]1>C(OCC)(=O)C.[OH-].[NH4+]>[F:28][C:2]([F:1])([F:27])[C:3]([CH2:16][C:17]1[NH:25][C:20]2=[CH:21][N:22]=[CH:23][CH:24]=[C:19]2[CH:18]=1)([OH:26])[CH2:4][C:5]([CH3:7])([C:8]1[CH:15]=[CH:14][CH:13]=[C:10]([CH2:11][N:37]2[CH2:42][CH2:41][O:40][CH2:39][CH2:38]2)[CH:9]=1)[CH3:6] |f:5.6|. Reported procedure: To a solution of 3-[4,4,4-trifluoro-3-hydroxy-1,1-dimethyl-3-(1H-pyrrolo[2,3-c]pyridin-2-ylmethyl)butyl]benzaldehyde (50 mg, 0.13 mmol), 3 mL of dichloroethane, and acetic acid (0.1 mL, 1.6 mmol) in an ice bath was added morpholine (0.28 mL, 3.20 mmol) in one batch. The solution was warmed to room temperature and stirred for 0.5 hours. Triacetoxy sodium borohyride (68 g, 0.32 mmol) was added in a single portion and the reaction stirred at room temperature for 3.0 hours. The solution was diluted ... Yield: 20.0%. Procedure: A solution of the α-methyl-D-tryptophyl-L-phenylalaninol (0.5 g, 1.42 mmol) and 4-N,N-dimethylaminopyridine (0.2 g, 1.64 mmol), in anhydrous THF (20 mL) was treated dropwise with a solution of 2-adamantylchloroformate (1.4 mmol) in anhydrous THF (20 mL) at room temperature. The reaction was monitored by IR spectroscopy. Once complete, the reaction mixture was diluted with ethyl acetate and washed with 1M citric acid solution, then water. The dried (MgSO4) organic phase was evaporated to dryness ... Starting materials: C[C@@](N)(CC1=CNC2=CC=CC=C12)C(=O)N[C@@H](CC1=CC=CC=C1)CO (α-methyl-D-tryptophyl-L-phenylalaninol), 4-N,N-dimethylaminopyridine, C12C(C3CC(CC(C1)C3)C2)OC(=O)Cl (2-adamantylchloroformate). As a reaction SMILES: [CH3:1][C@:2]([C:14]([NH:16][C@H:17]([CH2:25][OH:26])[CH2:18][C:19]1[CH:24]=[CH:23][CH:22]=[CH:21][CH:20]=1)=[O:15])([CH2:4][C:5]1[C:13]2[C:8](=[CH:9][CH:10]=[CH:11][CH:12]=2)[NH:7][CH:6]=1)[NH2:3].[CH:27]12[CH2:36][CH:31]3[CH2:32][CH:33]([CH2:35][CH:29]([CH2:30]3)[CH:28]1[O:37][C:38](Cl)=[O:39])[CH2:34]2>C1COCC1.C(OCC)(=O)C>[CH:29]12[CH2:35][CH:33]3[CH2:32][CH:31]([CH2:36][CH:27]([CH2:34]3)[CH:28]1[O:37][C:38](=[O:39])[NH:3][C:2]([CH2:4][C:5]1[C:13]3[C:8](=[CH:9][CH:10]=[CH:11][CH:12]=3)[NH:7][CH:6]=1)([CH3:1])[C:14]([NH:16][CH:17]([CH2:25][OH:26])[CH2:18][C:19]1[CH:24]=[CH:23][CH:22]=[CH:21][CH:20]=1)=[O:15])[CH2:30]2.[C:38](=[O:39])([O-:15])[O-:37]. Product: C12C(C3CC(CC(C1)C3)C2)OC(NC(C(=O)NC(CC2=CC=CC=C2)CO)(C)CC2=CNC3=CC=CC=C23)=O (Tricyclo[3.3,1.13,7 ]dec-2-yl-[2-[[1-(hydroxymethyl)-2-phenylethyl]amino]-1-(1H-indol-3-ylmethyl)-1-methyl-2-oxoethyl]carbamate), C([O-])([O-])=O (carbonate). Solvent: C(C)(=O)OCC (ethyl acetate), C1CCOC1 (THF), C1CCOC1 (THF).